From a dataset of the Open Reaction Database (ORD), a public repository of structured organic reaction records. describe an organic reaction: reactants, conditions, products, and yield Reactants: solution, resultant mixture, CC([C@@H](C(N1CCCC1)=O)NC(OC(C)(C)C)=O)(C)C ((S)-tert-butyl 3,3-dimethyl-1-oxo-1-(pyrrolidin-1-yl)butan-2-ylcarbamate), O (water), [OH-].[Na+] (NaOH), [H-].[H-].[H-].[H-].[Li+].[Al+3] (LAH), CC([C@@H](C(N1CCCC1)=O)NC(OC(C)(C)C)=O)(C)C ((S)-tert-butyl 3,3-dimethyl-1-oxo-1-(pyrrolidin-1-yl)butan-2-ylcarbamate), O (Water). The solvent is C1CCOC1 (THF), C1CCOC1 (THF), C1CCOC1 (THF). Conditions: temperature 55 celsius, time 1 hour. The product is CN[C@H](CN1CCCC1)C(C)(C)C ((S)—N,3,3-Trimethyl-1-(pyrrolidin-1-yl)butan-2-amine). Yield: 95.7%. RXN SMILES: [H-].[H-].[H-].[H-].[Li+].[Al+3].[CH3:7][C:8]([CH3:26])([CH3:25])[C@H:9]([NH:17][C:18](=O)OC(C)(C)C)[C:10](=O)[N:11]1[CH2:15][CH2:14][CH2:13][CH2:12]1.O.[OH-].[Na+]>C1COCC1>[CH3:18][NH:17][C@@H:9]([C:8]([CH3:26])([CH3:25])[CH3:7])[CH2:10][N:11]1[CH2:15][CH2:14][CH2:13][CH2:12]1 |f:0.1.2.3.4.5,8.9|. Reported procedure: To a 1M solution of LAH in THF (28.1 mL, 28.1 mmol) was (S)-tert-butyl 3,3-dimethyl-1-oxo-1-(pyrrolidin-1-yl)butan-2-ylcarbamate (Compound F1) (2.0 g, 7.03 mmol) dropwise added (over approximately 60 min) as a solution in THF (40 mL) under a nitrogen atmosphere. The resultant mixture was stirred at rt for 30 min and heated at 55° C. over night. The reaction mixture was cooled to 0° C. Water (1.5 mL) was slowly added, followed by THF (10 mL), 15% aq. NaOH (1.5 mL) and additional water (4 mL). The...